This data is from the Open Reaction Database (ORD), a public repository of structured organic reaction records. The task is: describe an organic reaction: reactants, conditions, products, and yield Starting materials: O=C([O-])[O-], CN(C)C=O, CCCCCC, O=Cc1ccccc1F, [K+], [K+], Oc1ccc(I)cc1. Product: O=Cc1ccccc1Oc1ccc(I)cc1. As a reaction SMILES: [C:18](=[O:19])([O-:20])[O-:21].[CH3:24][N:25]([CH3:26])[CH:27]=[O:28].[CH3:29][CH2:30][CH2:31][CH2:32][CH2:33][CH3:34].[F:9][c:10]1[c:11]([CH:12]=[O:13])[cH:14][cH:15][cH:16][cH:17]1.[K+:22].[K+:23].[OH:1][c:2]1[cH:3][cH:4][c:5]([I:6])[cH:7][cH:8]1>>[O:1]([c:2]1[cH:3][cH:4][c:5]([I:6])[cH:7][cH:8]1)[c:10]1[c:11]([CH:12]=[O:13])[cH:14][cH:15][cH:16][cH:17]1. Reactants: O1C(COC2=CC=CC=3CC=CCC23)C1 (1-(2,3-epoxy-propoxy)-5,8-dihydro-naphthalene), ClC1=CC(=CC=C1)C(=O)OO (m-chloroperbenzoic acid), oil. Solvent: C(Cl)Cl (CH2Cl2), C(Cl)Cl (CH2Cl2). Conditions: time 8 hour. Yields the product O1C2CC=3C=CC=C(C3CC21)OCC2CO2 (2,3-epoxypropyl 6,7-epoxy-5,6,7,8-tetrahydro-1-naphthyl ether). As a reaction SMILES: [O:1]1[CH2:15][CH:2]1[CH2:3][O:4][C:5]1[C:14]2[CH2:13][CH:12]=[CH:11][CH2:10][C:9]=2[CH:8]=[CH:7][CH:6]=1.ClC1C=CC=C(C(OO)=[O:24])C=1>C(Cl)Cl>[O:24]1[CH:12]2[CH:11]1[CH2:10][C:9]1[CH:8]=[CH:7][CH:6]=[C:5]([O:4][CH2:3][CH:2]3[O:1][CH2:15]3)[C:14]=1[CH2:13]2. Reported procedure: To a well-stirred solution of 7 g. (0.03 m.) of 1-(2,3-epoxy-propoxy)-5,8-dihydro-naphthalene (prepared as described in application Ser. No. 768,176, filed Oct. 16, 1968, issued Oct. 13, 1970, as U.S. Pat. No. 3,534,085) in 60 ml. of CH2Cl2, 7.1 g. (0.03 m.) of 85% m-chloroperbenzoic acid in 100 ml. CH2Cl2 is added dropwise at such a rate that the temperature is maintained between 25° to 30° C. The mixture is stirred overnight at room temperature. The resulting precipitate (m-chlorobenzoic acid)... The reactants are OC1CCN(CC1)C (4-Hydroxy-1-methylpiperidine), OC=1C=CC=C2C=NC(=NC12)NC=1C=C(C=CC1)S(=O)(=O)N (3-(8-Hydroxyquinazolin-2-ylamino)benzenesulfonamide), solution, C1(=CC=CC=C1)P(C1=CC=CC=C1)C1=CC=CC=C1 (triphenylphosphine), CC(C)(C)OC(=O)/N=N/C(=O)OC(C)(C)C (di-tert-butylazodicarboxylate). Solvent: C1CCOC1 (THF). Run at time 15 minute. The product is CN1CCC(CC1)OC=1C=CC=C2C=NC(=NC12)NC=1C=C(C=CC1)S(=O)(=O)N (3-(8-(1-Methylpiperidin-4-yloxy)quinazolin-2-ylamino)benzenesulfonamide). Isolated yield 24.2%. RXN SMILES: C1(P(C2C=CC=CC=2)C2C=CC=CC=2)C=CC=CC=1.CC(OC(/N=N/C(OC(C)(C)C)=O)=O)(C)C.[OH:36][CH:37]1[CH2:42][CH2:41][N:40]([CH3:43])[CH2:39][CH2:38]1.O[C:45]1[CH:46]=[CH:47][CH:48]=[C:49]2[C:54]=1[N:53]=[C:52]([NH:55][C:56]1[CH:57]=[C:58]([S:62]([NH2:65])(=[O:64])=[O:63])[CH:59]=[CH:60][CH:61]=1)[N:51]=[CH:50]2>C1COCC1>[CH3:43][N:40]1[CH2:41][CH2:42][CH:37]([O:36][C:45]2[CH:46]=[CH:47][CH:48]=[C:49]3[C:54]=2[N:53]=[C:52]([NH:55][C:56]2[CH:57]=[C:58]([S:62]([NH2:65])(=[O:64])=[O:63])[CH:59]=[CH:60][CH:61]=2)[N:51]=[CH:50]3)[CH2:38][CH2:39]1. Procedure: To a 0.3M solution of triphenylphosphine (1.5 eq) in THF was added di-tert-butylazodicarboxylate (1.5 eq). The mixture was stirred 15 minutes at ambient temperature. 4-Hydroxy-1-methylpiperidine (4.5 eq) was added. The mixture was stirred 15 minutes at ambient temperature. 3-(8-Hydroxyquinazolin-2-ylamino)benzenesulfonamide (1.0 eq) was added. The mixture was stirred an additional 1 hour. The crude mixture was concentrated, purified by RPHPLC, and lyophilized to give the desired product in 24.2%... Starting materials: BrC1=CC(=C(C=C1)S(=O)(=O)C)Cl (4-bromo-2-chloro-1-methanesulfonyl-benzene), C1(CCCC1)C(C=C)O (1-cyclopentyl-2-propen-1-ol), C(C)(=O)[O-].[Na+] (sodium acetate). Reagents/catalysts: C(C)(=O)[O-].[Pd+2].C(C)(=O)[O-] (Palladium (II) acetate). Run in CC(=O)N(C)C (DMAC). Reaction conditions: temperature 90 celsius. Product: ClC=1C=C(C=CC1S(=O)(=O)C)CCC(=O)C1CCCC1 (3-(3-Chloro-4-methanesulfonyl-phenyl)-1-cyclopentyl-propan-1-one). The yield is 68.1%. Reaction SMILES: Br[C:2]1[CH:7]=[CH:6][C:5]([S:8]([CH3:11])(=[O:10])=[O:9])=[C:4]([Cl:12])[CH:3]=1.[CH:13]1([CH:18]([OH:21])[CH:19]=[CH2:20])[CH2:17][CH2:16][CH2:15][CH2:14]1.C([O-])(=O)C.[Na+]>CC(N(C)C)=O.C([O-])(=O)C.[Pd+2].C([O-])(=O)C>[Cl:12][C:4]1[CH:3]=[C:2]([CH2:20][CH2:19][C:18]([CH:13]2[CH2:17][CH2:16][CH2:15][CH2:14]2)=[O:21])[CH:7]=[CH:6][C:5]=1[S:8]([CH3:11])(=[O:10])=[O:9] |f:2.3,5.6.7|. Procedure: A mixture of 4-bromo-2-chloro-1-methanesulfonyl-benzene (1.5 g, 5.6 mmol), 1-cyclopentyl-2-propen-1-ol (0.88 g, 6.96 mmol) and sodium acetate (0.57 g, 6.9 mmol) in DMAC (20 mL) was purged with N2 for 30 mins. Palladium (II) acetate (25 mg, 0.11 mmol) was added and the mixture was heated to 90° C. under N2 for 16 hours. The reaction mixture was partitioned between 1 N HCl and EtOAc. The organic layers were washed with saturated NaHCO3, brine, dried over Na2SO4 and concentrated to a brown oil. Pur...